From a dataset of the Open Reaction Database (ORD), a public repository of structured organic reaction records. describe an organic reaction: reactants, conditions, products, and yield Reactants: Cc1cc(N)c(C)c(Br)c1Oc1ccc([N+](=O)[O-])cc1Cl, Cc1ccccc1, O=C1OC(=O)C2CCCCC12, Cc1ccccc1S(=O)(=O)O. The product is Cc1cc(N2C(=O)C3CCCCC3C2=O)c(C)c(Br)c1Oc1ccc([N+](=O)[O-])cc1Cl. Reaction SMILES: [Br:1][c:2]1[c:3]([CH3:21])[c:4]([NH2:5])[cH:6][c:7]([CH3:20])[c:8]1[O:9][c:10]1[c:11]([Cl:19])[cH:12][c:13]([N+:16](=[O:17])[O-:18])[cH:14][cH:15]1.[CH3:44][c:45]1[cH:46][cH:47][cH:48][cH:49][cH:50]1.[CH:22]12[CH:23]([CH2:24][CH2:25][CH2:26][CH2:27]1)[C:28](=[O:29])[O:30][C:31]2=[O:32].[c:33]1([CH3:34])[c:35]([S:36]([OH:37])(=[O:38])=[O:39])[cH:40][cH:41][cH:42][cH:43]1>>[Br:1][c:2]1[c:3]([CH3:21])[c:4]([N:5]2[C:28](=[O:29])[CH:23]3[CH:22]([CH2:27][CH2:26][CH2:25][CH2:24]3)[C:31]2=[O:30])[cH:6][c:7]([CH3:20])[c:8]1[O:9][c:10]1[c:11]([Cl:19])[cH:12][c:13]([N+:16](=[O:17])[O-:18])[cH:14][cH:15]1. The reactants are C(C)OC(=O)C=1C=C(OCC(=O)O)C=CC1 ([3-(ethoxycarbonyl)phenoxy]acetic acid), NCC(CN)O (1,3-diaminopropan-2-ol). Yields the product OC(CNC(COC=1C=C(C(=O)O)C=CC1)=O)CNC(COC=1C=C(C(=O)O)C=CC1)=O (3,3′-{(2-hydroxypropane-1,3-diyl)-bis[imino(2-oxoethane-2,1-diyl)oxy]}dibenzoic acid). As a reaction SMILES: C([O:3][C:4]([C:6]1[CH:7]=[C:8]([CH:14]=[CH:15][CH:16]=1)[O:9][CH2:10][C:11]([OH:13])=O)=[O:5])C.[NH2:17][CH2:18][CH:19]([OH:22])[CH2:20][NH2:21]>>[OH:22][CH:19]([CH2:20][NH:21][C:11](=[O:13])[CH2:10][O:9][C:8]1[CH:7]=[C:6]([CH:16]=[CH:15][CH:14]=1)[C:4]([OH:3])=[O:5])[CH2:18][NH:17][C:11](=[O:13])[CH2:10][O:9][C:8]1[CH:7]=[C:6]([CH:16]=[CH:15][CH:14]=1)[C:4]([OH:5])=[O:3]. Procedure details: By following the processes described in stages A to C of Example R13, Example R15 is prepared by dimerization of [3-(ethoxycarbonyl)phenoxy]acetic acid with 1,3-diaminopropan-2-ol. A white powder is obtained. Starting materials: O.NN (hydrazine monohydrate), C(CCCCCCCCCCCCCCCCC)N=C=O (octadecyl isocyanate). The solvent is C(C)O (ethanol). The product is C(CCCCCCCCCCCCCCCCC)NC(NN)=O (4-octadecylsemicarbazide). RXN SMILES: O.[NH2:2][NH2:3].[CH2:4]([N:22]=[C:23]=[O:24])[CH2:5][CH2:6][CH2:7][CH2:8][CH2:9][CH2:10][CH2:11][CH2:12][CH2:13][CH2:14][CH2:15][CH2:16][CH2:17][CH2:18][CH2:19][CH2:20][CH3:21]>C(O)C>[CH2:4]([NH:22][C:23](=[O:24])[NH:2][NH2:3])[CH2:5][CH2:6][CH2:7][CH2:8][CH2:9][CH2:10][CH2:11][CH2:12][CH2:13][CH2:14][CH2:15][CH2:16][CH2:17][CH2:18][CH2:19][CH2:20][CH3:21] |f:0.1|. Reported procedure: 20.0 Grams of hydrazine monohydrate and 200 ml of ethanol were charged in a flask equipped with a stirrer, a condenser and a calcium chloride drying tube and stirred with ice cooling. To the resulting solution was slowly added dropwise 14.8 g of octadecyl isocyanate. After completion of the addition, the temperature was returned to room temperature, followed by stirring for 1 hour, and the precipitated crystal was filtered off under reduced pressure and was recrystallized from ethanol to obtain ... Starting materials: C(C)N(C(C1=CC=CC=C1)=O)CC (N,N-diethylbenzamide), CN(CCN(C)C)C (N,N,N',N'-tetramethylethylene-diamine), C(C)(CC)[Li] (sec-butyl lithium), CN(C1=CC=C(C=O)C=C1)C (4-dimethylaminobenzaldehyde). Solvent: O1CCCC1 (tetrahydrofuran), O1CCCC1 (tetrahydrofuran), C1CCCCC1 (cyclohexane), O1CCCC1 (tetrahydrofuran). Run at temperature -78 celsius, time 10 minute. Yields the product CN(C1=CC=C(C=C1)C1OC(C2=CC=CC=C12)=O)C (3-(4-dimethylaminophenyl)-1,3-dihydro-isobenzofuran-1-one). Isolated yield 21.3%. As a reaction SMILES: CN(C)CCN(C)C.C([Li])(CC)C.C(N(CC)[C:17](=[O:24])[C:18]1[CH:23]=[CH:22][CH:21]=[CH:20][CH:19]=1)C.[CH3:27][N:28]([CH3:37])[C:29]1[CH:36]=[CH:35][C:32]([CH:33]=[O:34])=[CH:31][CH:30]=1>O1CCCC1.C1CCCCC1>[CH3:27][N:28]([CH3:37])[C:29]1[CH:36]=[CH:35][C:32]([CH:33]2[C:23]3[C:18](=[CH:19][CH:20]=[CH:21][CH:22]=3)[C:17](=[O:24])[O:34]2)=[CH:31][CH:30]=1. Reported procedure: To a solution of 1.28 g of N,N,N',N'-tetramethylethylene-diamine in 25 ml of tetrahydrofuran was added 10.5 ml of 1.05 M cyclohexane solution of sec-butyl lithium under a nitrogen gas atmosphere, and a solution of 1.77 g of N,N-diethylbenzamide in 15 ml of tetrahydrofuran was added to the solution at -78° C. After stirring for 10 minutes at -78° C., a solution of 2.24 g of 4-dimethylaminobenzaldehyde in 10 ml of tetrahydrofuran was added to the mixture. After stirring at -78° C. for 1.5 hours, t... Reactants: CC(C)([O-])C.[K+] (Potassium t-butoxide), N1C=NC(=C1C(=O)OCC)C(=O)OCC (diethyl imidazole-4,5-dicarboxylate), ice water, ClC=1C=C(CCl)C=CC1Cl (3,4-Dichlorobenzyl chloride). Run in CN(C=O)C (dimethylformamide). Run at time 40 minute. Yields the product ClC=1C=C(CN2C=NC(=C2C(=O)OCC)C(=O)OCC)C=CC1Cl (diethyl 1-(3,4-dichlorobenzyl)imidazole-4,5-dicarboxylate). RXN SMILES: CC(C)([O-])C.[K+].[NH:7]1[C:11]([C:12]([O:14][CH2:15][CH3:16])=[O:13])=[C:10]([C:17]([O:19][CH2:20][CH3:21])=[O:18])[N:9]=[CH:8]1.[Cl:22][C:23]1[CH:24]=[C:25]([CH:28]=[CH:29][C:30]=1[Cl:31])[CH2:26]Cl>CN(C)C=O>[Cl:22][C:23]1[CH:24]=[C:25]([CH:28]=[CH:29][C:30]=1[Cl:31])[CH2:26][N:7]1[C:11]([C:12]([O:14][CH2:15][CH3:16])=[O:13])=[C:10]([C:17]([O:19][CH2:20][CH3:21])=[O:18])[N:9]=[CH:8]1 |f:0.1|. Reported procedure: Potassium t-butoxide (10.9 g) was added with stirring to a solution of diethyl imidazole-4,5-dicarboxylate (20 g, described by Jones, J.A.C.S. 74, 1085 (1952)) in dry dimethylformamide (300 ml) at room temperature and the mixture was stirred for 40 minutes. 3,4-Dichlorobenzyl chloride (20.4 g) was added and the mixture was heated at reflux for 11 hours. The cooled reaction mixture was poured into ice-water (500 ml) and extracted with chloroform (2×200 ml). The combined extracts were washed with ... Reactants: C(C1=CC=CC=C1)SC1=NNC(=N1)SC (3-Benzylthio-5-methylthio-1,2,4-triazole), ClC1=NC=CC=N1 (2-chloropyrimidine). Yields the product C(C1=CC=CC=C1)SC1=NN(C(=N1)SC)C1=NC=CC=N1 (3-Benzylthio-5-methylthio-1-(pyrimidin-2-yl)-1,2,4-triazole). RXN SMILES: [CH2:1]([S:8][C:9]1[N:13]=[C:12]([S:14][CH3:15])[NH:11][N:10]=1)[C:2]1[CH:7]=[CH:6][CH:5]=[CH:4][CH:3]=1.Cl[C:17]1[N:22]=[CH:21][CH:20]=[CH:19][N:18]=1>>[CH2:1]([S:8][C:9]1[N:13]=[C:12]([S:14][CH3:15])[N:11]([C:17]2[N:22]=[CH:21][CH:20]=[CH:19][N:18]=2)[N:10]=1)[C:2]1[CH:3]=[CH:4][CH:5]=[CH:6][CH:7]=1. Reported procedure: The product of stage (a) (50 g) was treated with 2-chloropyrimidine (24.4 g) in a method analogous to that of Example F, to give, after chromatographic separation of two products, 23.6 g of the desired product. Procedure: Prepared analogously to Example 2 from 6-[4-(4-methylphenylmercapto)-butoxy]-4-methyl-4H-3,1-benzoxazin-2-one and hydrogen peroxide. As a reaction SMILES: [CH3:1][C:2]1[CH:7]=[CH:6][C:5]([S:8][CH2:9][CH2:10][CH2:11][CH2:12][O:13][C:14]2[CH:15]=[CH:16][C:17]3[NH:22][C:21](=[O:23])[O:20][CH:19]([CH3:24])[C:18]=3[CH:25]=2)=[CH:4][CH:3]=1.[OH:26]O>>[CH3:1][C:2]1[CH:3]=[CH:4][C:5]([S:8]([CH2:9][CH2:10][CH2:11][CH2:12][O:13][C:14]2[CH:15]=[CH:16][C:17]3[NH:22][C:21](=[O:23])[O:20][CH:19]([CH3:24])[C:18]=3[CH:25]=2)=[O:26])=[CH:6][CH:7]=1. Reactants: CC1=CC=C(C=C1)SCCCCOC=1C=CC2=C(C(OC(N2)=O)C)C1 (6-[4-(4-methylphenylmercapto)-butoxy]-4-methyl-4H-3,1-benzoxazin-2-one), OO (hydrogen peroxide). Yields the product CC1=CC=C(C=C1)S(=O)CCCCOC=1C=CC2=C(C(OC(N2)=O)C)C1 (6-[4-(4-Methyl-phenylsulfinyl)-butoxy]-4-methyl-4H-3,1-benzoxazin-2-one). Reactants: C1(CCCCC1)N (cyclohexylamine), BrCC(CCBr)O (1,4-dibromo-2-butanol), Cl (hydrochloric acid). Solvent: O (Water). Product: C1(CCCCC1)N1CC(CC1)O (N-cyclohexyl-3-pyrrolidinol). RXN SMILES: [CH:1]1([NH2:7])[CH2:6][CH2:5][CH2:4][CH2:3][CH2:2]1.Br[CH2:9][CH:10]([OH:14])[CH2:11][CH2:12]Br.Cl>O>[CH:1]1([N:7]2[CH2:12][CH2:11][CH:10]([OH:14])[CH2:9]2)[CH2:6][CH2:5][CH2:4][CH2:3][CH2:2]1. Procedure details: To 99 g. of cyclohexylamine at reflux temperature is added 115.5 g. of 1,4-dibromo-2-butanol at a rate which maintains reflux without external heating. The temperature of the reaction mixture is maintained at 130°-140° C. in an oil bath for two hours after addition is complete. Water (100 ml.) is added and this mixture is then acidified with concentrated hydrochloric acid, cooled and extracted with ether. The aqueous layer is made alkaline with 50% aqueous sodium hydroxide solution, saturated wi... RXN SMILES: [CH2:1]([C:5]1[O:6][C:7]2[CH:13]=[CH:12][CH:11]=[CH:10][C:8]=2[CH:9]=1)[CH2:2][CH2:3][CH3:4].[Cl:14][C:15]1[CH:23]=[CH:22][C:18]([C:19](Cl)=[O:20])=[C:17]([O:24][CH3:25])[CH:16]=1.ClC1C=CC(C(O)=O)=C(OC)C=1.S(Cl)(Cl)=O>>[CH2:1]([C:5]1[O:6][C:7]2[CH:13]=[CH:12][CH:11]=[CH:10][C:8]=2[C:9]=1[C:19](=[O:20])[C:18]1[CH:22]=[CH:23][C:15]([Cl:14])=[CH:16][C:17]=1[O:24][CH3:25])[CH2:2][CH2:3][CH3:4]. Procedure details: Acylation of 13.1 g. (0.075 mol.) of 2-n-butylbenzofuran with 15.4 g. (0.075 mol.) of 4-chloro-2-methoxybenzoic acid chloride, prepared from 4-chloro-2-methoxybenzoic acid and thionyl chloride as previously described, according to the procedure of Example 10 gave 2-n-butyl-3-(4'-chloro-2'-methoxybenzoyl)benzofuran. Demethylation as previously described gave 2-n-butyl-3-(4'-chloro-2'-hydroxybenzoyl)benzofuran. Product: C(CCC)C=1OC2=C(C1C(C1=C(C=C(C=C1)Cl)OC)=O)C=CC=C2 (2-n-butyl-3-(4'-chloro-2'-methoxybenzoyl)benzofuran). Starting materials: ClC1=CC(=C(C(=O)Cl)C=C1)OC (4-chloro-2-methoxybenzoic acid chloride), ClC1=CC(=C(C(=O)O)C=C1)OC (4-chloro-2-methoxybenzoic acid), S(=O)(Cl)Cl (thionyl chloride), C(CCC)C=1OC2=C(C1)C=CC=C2 (2-n-butylbenzofuran). Reactants: BrCC1=CC(=CC=C1)CBr (α,α'-Dibromo-m-xylene), C1(C=2C(C(N1)=O)=CC=CC2)=O.[K] (potassium phthalimide), C(C)#N (acetonitrile). Yields the product C1(C=2C(C(N1CC1=C(C(=CC=C1)CBr)C)=O)=CC=CC2)=O (m-phthalimidomethyl-α-Bromo-xylene). As a reaction SMILES: Br[CH2:2][C:3]1[CH:8]=[CH:7][CH:6]=[C:5]([CH2:9][Br:10])[CH:4]=1.[C:11]1(=[O:21])[NH:15][C:14](=[O:16])[C:13]2=[CH:17][CH:18]=[CH:19][CH:20]=[C:12]12.[K].[C:23](#N)C>>[C:11]1(=[O:21])[N:15]([CH2:2][C:3]2[CH:8]=[CH:7][CH:6]=[C:5]([CH2:9][Br:10])[C:4]=2[CH3:23])[C:14](=[O:16])[C:13]2=[CH:17][CH:18]=[CH:19][CH:20]=[C:12]12 |f:1.2,^1:21|. Procedure details: α,α'-Dibromo-m-xylene is refluxed with potassium phthalimide (1.0 equivalent) in acetonitrile to give the title compound.